Dataset: the Open Reaction Database (ORD), a public repository of structured organic reaction records. Task: describe an organic reaction: reactants, conditions, products, and yield Starting materials: OC(CN1C(C2=C(CCC1)NC(=C2C)C=O)=O)CN2CCOCC2.FC=2C=C1/C(/C(NC1=CC2)=O)=C/C2=C(C=1C(N(CCCC1N2)C[C@@H](CN2CCOCC2)O)=O)C ((R,Z)-2-(5-Fluoro-2-oxo-1,2-dihydro-indol-3-ylidenemethyl)-5-(2-hydroxy-3-morpholin-4-yl-propyl)-3-methyl-5,6,7,8-tetrahydro-1H-pyrrolo[3,2-c]azepin-4-one 5-(2-Hydroxy-3-morpholin-4-yl-propyl)-3-methyl-4-oxo-1,4,5,6,7,8-hexahydro-pyrrolo[3,2-c]azepine-2-carbaldehyde), O(C)C1=CC=C2CC(NC2=C1)=O (6-methoxyl-1,3-dihydro-indol-2-one), N1CCCCC1 (piperidine). The solvent is C(C)O (ethanol). Conditions: temperature 45 celsius, time 16 hour. The product is O[C@@H](CN1C(C2=C(CCC1)NC(=C2C)\C=C\2/C(NC1=CC(=CC=C21)OC)=O)=O)CN2CCOCC2 ((R,Z)-5-(2-hydroxy-3-morpholinopropyl)-2-((6-methoxy-2-oxoindolin-3-ylidene) methyl)-3-methyl-5,6,7,8-tetrahydropyrrolo[3,2-c]azepin-4(1H)-one), CC1=CNC2=C1C(NCCC2)=O (3-methyl-5,6,7,8-tetrahydropyrrolo[3,2-c]azepin-4(1H)-one). The yield is 167.5%. As a reaction SMILES: [OH:1][CH:2]([CH2:18][N:19]1[CH2:24][CH2:23][O:22][CH2:21][CH2:20]1)[CH2:3][N:4]1[CH2:10][CH2:9][CH2:8][C:7]2[NH:11][C:12]([CH:15]=O)=[C:13]([CH3:14])[C:6]=2[C:5]1=[O:17].FC1C=C2C(=CC=1)NC(=O)/C/2=C\[C:37]1[NH:46][C:45]2[CH2:44][CH2:43][CH2:42][N:41](C[C@H](O)CN3CCOCC3)[C:40](=[O:57])[C:39]=2[C:38]=1[CH3:58].[O:59]([C:61]1[CH:69]=[C:68]2[C:64]([CH2:65][C:66](=[O:70])[NH:67]2)=[CH:63][CH:62]=1)[CH3:60].N1CCCCC1>C(O)C>[OH:1][C@H:2]([CH2:18][N:19]1[CH2:24][CH2:23][O:22][CH2:21][CH2:20]1)[CH2:3][N:4]1[CH2:10][CH2:9][CH2:8][C:7]2[NH:11][C:12](/[CH:15]=[C:65]3\[C:66](=[O:70])[NH:67][C:68]4[C:64]\3=[CH:63][CH:62]=[C:61]([O:59][CH3:60])[CH:69]=4)=[C:13]([CH3:14])[C:6]=2[C:5]1=[O:17].[CH3:58][C:38]1[C:39]2[C:40](=[O:57])[NH:41][CH2:42][CH2:43][CH2:44][C:45]=2[NH:46][CH:37]=1 |f:0.1|. Reported procedure: 5-(2-Hydroxy-3-morpholin-4-yl-propyl)-3-methyl-4-oxo-1,4,5,6,7,8-hexahydro-pyrrolo[3,2-c]azepine-2-carbaldehyde 53f (30 mg, 0.09 mmol) and 6-methoxyl-1,3-dihydro-indol-2-one (13 mg, 0.08 mmol) were dissolved in 1560 of ethanol, and added with 4.4 μl of piperidine to the solution at room temperature. Upon completion of the addition, the reaction mixture was stirred at 45° C. for 16 hours. After thin lay chromatography showed the disappearance of starting materials, the reaction mixture was natura...